Dataset: the Open Reaction Database (ORD), a public repository of structured organic reaction records. Task: describe an organic reaction: reactants, conditions, products, and yield Reactants: CC1(/C(/C(C(C(=C1)C)(C)C)=C)=C(/C=C)\O[Si](C)(C)C)C ((E)-(1-(2,2,4,5,5-pentamethyl-6-methylenecyclohex-3-enylidene)allyloxy)trimethylsilane), CC1=C(C(C(=C(C1(C)C)C)C)(C)C)C(=O)OC (methyl 2,3,3,4,5,6,6-heptamethylcyclohexa-1,4-dienecarboxylate). Yields the product CC1(/C(/C(C(C(=C1C)C)(C)C)=C)=C(/C=C)\O[Si](C)(C)C)C ((E)-(1-(2,2,3,4,5,5-hexamethyl-6-methylenecyclohex-3-enylidene)allyloxy)trimethylsilane). Isolated yield 75.0%. Reaction SMILES: [CH3:1][C:2]1([CH3:20])[CH:7]=[C:6]([CH3:8])[C:5]([CH3:10])([CH3:9])[C:4](=[CH2:11])/[C:3]/1=[C:12](/[O:15][Si:16]([CH3:19])([CH3:18])[CH3:17])\[CH:13]=[CH2:14].[CH3:21]C1C(C)(C)C(C)=C(C)C(C)(C)C=1C(OC)=O>>[CH3:1][C:2]1([CH3:20])[C:7]([CH3:21])=[C:6]([CH3:8])[C:5]([CH3:9])([CH3:10])[C:4](=[CH2:11])/[C:3]/1=[C:12](/[O:15][Si:16]([CH3:18])([CH3:19])[CH3:17])\[CH:13]=[CH2:14]. Procedure: As described above for (5a) provided it used (4b) as starting material. Yield: 75%. The reactants are O=C([O-])[O-], CCOC(=O)C(NS(=O)(=O)c1ccc(F)cc1)C(C)C, CN(C)C=O, CCOC(C)=O, [K+], [K+], O, Sc1ccccc1. The product is CCOC(=O)C(NS(=O)(=O)c1ccc(Sc2ccccc2)cc1)C(C)C. As a reaction SMILES: [C:28](=[O:29])([O-:30])[O-:31].[CH2:1]([CH3:2])[O:3][C:4]([CH:5]([NH:6][S:7](=[O:8])(=[O:9])[c:10]1[cH:11][cH:12][c:13]([F:16])[cH:14][cH:15]1)[CH:17]([CH3:18])[CH3:19])=[O:20].[CH3:35][N:36]([CH3:37])[CH:38]=[O:39].[CH3:40][CH2:41][O:42][C:43](=[O:44])[CH3:45].[K+:32].[K+:33].[OH2:34].[SH:21][c:22]1[cH:23][cH:24][cH:25][cH:26][cH:27]1>>[CH2:1]([CH3:2])[O:3][C:4]([CH:5]([NH:6][S:7](=[O:8])(=[O:9])[c:10]1[cH:11][cH:12][c:13]([S:21][c:22]2[cH:23][cH:24][cH:25][cH:26][cH:27]2)[cH:14][cH:15]1)[CH:17]([CH3:18])[CH3:19])=[O:20]. Reported procedure: NEt3 (63.4 mL, 455 mmol) was added to a stirred suspension of 5-bromothiazol-2-ylamine hydrobromide (102.7 g, 379 mmol) in CH2Cl2 (1.5 L). After 1 h, TFAA (64.2 mL, 455 mmol) was added dropwise at 0° C. over 15 min. The mixture was allowed to warm to 20° C. over 1 h, before being stirred for an additional 2 h. H2O (600 mL) was added and the resulting precipitate was collected. The aqueous layer of the filtrate was separated and extracted with CHCl3 (3×300 mL). The combined organic extracts were ... The reactants are C1=CC=C(C=C1)S(=O)(=O)N(F)S(=O)(=O)C2=CC=CC=C2 (N-fluorobenzenesulphonimide), [Li]CCCC (n-BuLi), solution, BrC1=CN=C(S1)NC(C(F)(F)F)=O (N-(5-bromothiazol-2-yl)-2,2,2-trifluoroacetamide), O (H2O). Run at temperature -30 celsius, time 1.5 hour. RXN SMILES: [Li]CCCC.Br[C:7]1[S:11][C:10]([NH:12][C:13](=[O:18])[C:14]([F:17])([F:16])[F:15])=[N:9][CH:8]=1.C1C=CC(S(N(S(C2C=CC=CC=2)(=O)=O)[F:29])(=O)=O)=CC=1.O>C1COCC1>[F:29][C:7]1[S:11][C:10]([NH:12][C:13](=[O:18])[C:14]([F:17])([F:16])[F:15])=[N:9][CH:8]=1. The solvent is C1CCOC1 (THF), hexanes, C1CCOC1 (THF). The product is FC1=CN=C(S1)NC(C(F)(F)F)=O (N-(5-fluorothiazol-2-yl)-2,2,2-trifluoroacetamide).